Dataset: the Open Reaction Database (ORD), a public repository of structured organic reaction records. Task: describe an organic reaction: reactants, conditions, products, and yield The reactants are Cl (HCl), C(C)N1C=C(C(C=2C(=C3C(=CC12)OCO3)[N+](=O)[O-])=O)C(=O)O (5-Ethyl-9-nitro-8-oxo-5,8-dihydro-[1,3]dioxolo[4,5-g]quinoline-7-carboxylic acid). The reagents and catalysts are [Pd] (Pd/C). Solvent: C(C)(=O)O (acetic acid). The product is NC=1C=2C(C(=CN(C2C=C2C1OCO2)CC)C(=O)O)=O (9-amino-5-ethyl-8-oxo-5,8-dihydro-[1,3]dioxolo[4,5-g]quinoline-7-carboxylic acid). Isolated yield 87.2%. RXN SMILES: [CH2:1]([N:3]1[C:12]2[CH:11]=[C:10]3[O:13][CH2:14][O:15][C:9]3=[C:8]([N+:16]([O-])=O)[C:7]=2[C:6](=[O:19])[C:5]([C:20]([OH:22])=[O:21])=[CH:4]1)[CH3:2].Cl>C(O)(=O)C.[Pd]>[NH2:16][C:8]1[C:7]2[C:6](=[O:19])[C:5]([C:20]([OH:22])=[O:21])=[CH:4][N:3]([CH2:1][CH3:2])[C:12]=2[CH:11]=[C:10]2[O:13][CH2:14][O:15][C:9]=12. Reported procedure: A suspension of 5-Ethyl-9-nitro-8-oxo-5,8-dihydro-[1,3]dioxolo[4,5-g]quinoline-7-carboxylic acid (6 g, 19.59 mmol) and Pd/C (1 g, 0.940 mmol) in a mixture of acetic acid (150 mL) and con. HCl (50 mL) was hydrogenated on a Parr apparatus at 50 psi of H2 for 1 h at r.t. LCMS indicated completion of the reaction. The catalyst was filtered off. The filtrate was added dropwise into water (675 mL). The light yellow precipitates were collected by filtration, washed with water and dried in vacuo to affo... Starting materials: N1(CCCCC1)CC=1C=C(OCCCN)C=CC1 (3-[3-[(1-piperidinyl)methyl]phenoxy]propanamine), CSC(=C[N+](=O)[O-])SC (1,1-bis-(methylthio)-2-nitroethene), C(C(=O)O)(=O)O (oxalic acid). The solvent is O1CCCC1 (tetrahydrofuran), O1CCCC1 (tetrahydrofuran). The product is C(C(=O)O)(=O)O.[N+](=O)([O-])C=C(NCCCOC1=CC(=CC=C1)CN1CCCCC1)SC (2-Nitro-N-[3-[3-(1-piperidinylmethyl)phenoxy]propyl]-1-(methylthio)etheneamine oxalate). RXN SMILES: [N:1]1([CH2:7][C:8]2[CH:9]=[C:10]([CH:16]=[CH:17][CH:18]=2)[O:11][CH2:12][CH2:13][CH2:14][NH2:15])[CH2:6][CH2:5][CH2:4][CH2:3][CH2:2]1.[CH3:19][S:20][C:21](SC)=[CH:22][N+:23]([O-:25])=[O:24].[C:28]([OH:33])(=[O:32])[C:29]([OH:31])=[O:30]>O1CCCC1>[C:28]([OH:33])(=[O:32])[C:29]([OH:31])=[O:30].[N+:23]([CH:22]=[C:21]([S:20][CH3:19])[NH:15][CH2:14][CH2:13][CH2:12][O:11][C:10]1[CH:16]=[CH:17][CH:18]=[C:8]([CH2:7][N:1]2[CH2:6][CH2:5][CH2:4][CH2:3][CH2:2]2)[CH:9]=1)([O-:25])=[O:24] |f:4.5|. Procedure details: A mixture of 3-[3-[(1-piperidinyl)methyl]phenoxy]propanamine (4.97 g.) and 1,1-bis-(methylthio)-2-nitroethene (6.61 g.) in tetrahydrofuran (100 ml.) was heated under reflux for 19 hours. A solution of oxalic acid (6.25%) in tetrahydrofuran (4 ml.) was added, the suspension filtered and to the filtrate was added a solution of oxalic acid (6.25%) in tetrahydrofuran (36 ml.). The solid which separated on trituration was filtered, washed with tetrahydrofuran and dried to give the title compound (7.3... The reactants are Cl, CCc1nnn(C2CC(n3cnc4c(NCC(c5ccccc5)c5ccccc5)nc(N5CCC(N)C5)nc43)C(O)C2O)n1, CCc1nnn(C2CC(n3cnc4c(NCC(c5ccccc5)c5ccccc5)nc(N5CCC(NC(=O)NCc6ccccn6)C5)nc43)C(O)C2O)n1, NCc1ccnc2ccccc12. Product: Cl, CCc1nnn(C2CC(n3cnc4c(NCC(c5ccccc5)c5ccccc5)nc(N5CCC(NC(=O)NCc6ccnc7ccccc67)C5)nc43)C(O)C2O)n1. RXN SMILES: [ClH:45].[NH2:1][CH:2]1[CH2:3][CH2:4][N:5]([c:6]2[n:7][c:8]3[c:9]([n:10][cH:11][n:12]3[CH:13]3[CH2:14][CH:15]([n:16]4[n:17][n:18][c:19]([CH2:20][CH3:21])[n:22]4)[CH:23]([OH:24])[CH:25]3[OH:26])[c:27]([NH:28][CH2:29][CH:30]([c:31]3[cH:32][cH:33][cH:34][cH:35][cH:36]3)[c:37]3[cH:38][cH:39][cH:40][cH:41][cH:42]3)[n:43]2)[CH2:44]1.[c:46]1([CH:52]([CH2:53][NH:54][c:55]2[c:56]3[n:57][cH:58][n:59]([CH:80]4[CH:81]([OH:93])[CH:82]([OH:92])[CH:83]([n:85]5[n:86][c:87]([CH2:90][CH3:91])[n:88][n:89]5)[CH2:84]4)[c:60]3[n:61][c:62]([N:64]3[CH2:65][CH:66]([NH:69][C:70](=[O:71])[NH:72][CH2:73][c:74]4[cH:75][cH:76][cH:77][cH:78][n:79]4)[CH2:67][CH2:68]3)[n:63]2)[c:94]2[cH:95][cH:96][cH:97][cH:98][cH:99]2)[cH:47][cH:48][cH:49][cH:50][cH:51]1.[n:100]1[cH:101][cH:102][c:103]([CH2:110][NH2:111])[c:104]2[cH:105][cH:106][cH:107][cH:108][c:109]12>>[ClH:45].[c:46]1([CH:52]([CH2:53][NH:54][c:55]2[c:56]3[n:57][cH:58][n:59]([CH:80]4[CH:81]([OH:93])[CH:82]([OH:92])[CH:83]([n:85]5[n:86][c:87]([CH2:90][CH3:91])[n:88][n:89]5)[CH2:84]4)[c:60]3[n:61][c:62]([N:64]3[CH2:65][CH:66]([NH:69][C:70](=[O:71])[NH:111][CH2:110][c:103]4[cH:102][cH:101][n:100][c:109]5[c:104]4[cH:105][cH:106][cH:107][cH:108]5)[CH2:67][CH2:68]3)[n:63]2)[c:94]2[cH:95][cH:96][cH:97][cH:98][cH:99]2)[cH:47][cH:48][cH:49][cH:50][cH:51]1.